Task: describe an organic reaction: reactants, conditions, products, and yield. Dataset: the Open Reaction Database (ORD), a public repository of structured organic reaction records Starting materials: ClC1=NC(=CC2=CC=CC=C12)NC1=NNC=C1 ((1-chloro-isoquinolin-3-yl)-(1H-pyrazol-3-yl)-amine), COC=1C=C(C=CC1OC)B(O)O (3,4-dimethoxy-phenylboronic acid). The product is COC=1C=C(C=CC1OC)C1=NC(=CC2=CC=CC=C12)NC1=NNC=C1 ([1-(3,4-dimethoxy-phenyl)-isoquinolin-3-yl]-(1H-pyrazol-3-yl)-amine). As a reaction SMILES: Cl[C:2]1[C:11]2[C:6](=[CH:7][CH:8]=[CH:9][CH:10]=2)[CH:5]=[C:4]([NH:12][C:13]2[CH:17]=[CH:16][NH:15][N:14]=2)[N:3]=1.[CH3:18][O:19][C:20]1[CH:21]=[C:22](B(O)O)[CH:23]=[CH:24][C:25]=1[O:26][CH3:27]>>[CH3:18][O:19][C:20]1[CH:21]=[C:22]([C:2]2[C:11]3[C:6](=[CH:7][CH:8]=[CH:9][CH:10]=3)[CH:5]=[C:4]([NH:12][C:13]3[CH:17]=[CH:16][NH:15][N:14]=3)[N:3]=2)[CH:23]=[CH:24][C:25]=1[O:26][CH3:27]. Procedure: Similar procedure as described in example 131 was used, starting from (1-chloro-isoquinolin-3-yl)-(1H-pyrazol-3-yl)-amine and 3,4-dimethoxy-phenylboronic acid to give [1-(3,4-dimethoxy-phenyl)-isoquinolin-3-yl]-(1H-pyrazol-3-yl)-amine. LC-MS m/e 347(MH+). The reactants are C(C)(=O)N[C@@H](CC1=CC=C(C=C1)O)C(=O)N[C@@H]([C@@H](C)CC)C(=O)N[C@@H](C)C(=O)O (acetyl-L-tyrosyl-L-isoleucyl-L-alanine), C(C)OC(C[C@H](CC(=O)OC(C)(C)C)N)OCC ((3R)-3-amino-4-t-butoxycarbonyl-butyraldehyde diethyl acetal). The product is C(C)OC(C[C@H](CC(=O)OC(C)(C)C)NC([C@@H](NC([C@@H](NC([C@@H](NC(C)=O)CC1=CC=C(C=C1)O)=O)[C@@H](C)CC)=O)C)=O)OCC ((3R)-3-(Acetyl-L-tyrosyl-L-isoleucyl-L-alanyl-amino)-4-t-butoxycarbonyl-butyraldehyde Diethyl Acetal). As a reaction SMILES: [C:1]([NH:4][C@H:5]([C:14]([NH:16][C@H:17]([C:22]([NH:24][C@H:25]([C:27](O)=[O:28])[CH3:26])=[O:23])[C@H:18]([CH2:20][CH3:21])[CH3:19])=[O:15])[CH2:6][C:7]1[CH:12]=[CH:11][C:10]([OH:13])=[CH:9][CH:8]=1)(=[O:3])[CH3:2].[CH2:30]([O:32][CH:33]([O:45][CH2:46][CH3:47])[CH2:34][C@@H:35]([NH2:44])[CH2:36][C:37]([O:39][C:40]([CH3:43])([CH3:42])[CH3:41])=[O:38])[CH3:31]>>[CH2:46]([O:45][CH:33]([O:32][CH2:30][CH3:31])[CH2:34][C@@H:35]([NH:44][C:27](=[O:28])[C@H:25]([CH3:26])[NH:24][C:22](=[O:23])[C@H:17]([C@H:18]([CH2:20][CH3:21])[CH3:19])[NH:16][C:14](=[O:15])[C@H:5]([CH2:6][C:7]1[CH:12]=[CH:11][C:10]([OH:13])=[CH:9][CH:8]=1)[NH:4][C:1](=[O:3])[CH3:2])[CH2:36][C:37]([O:39][C:40]([CH3:42])([CH3:41])[CH3:43])=[O:38])[CH3:47]. Procedure details: 0.24 g (0.6 mmol) of acetyl-L-tyrosyl-L-isoleucyl-L-alanine (Example 7, Step A2) and 0.16 g (0.6 mmol) of (3R)-3-amino-4-t-butoxycarbonyl-butyraldehyde diethyl acetal (Example 1, Step B4) are coupled and the end product is isolated according to the method described in Example 1, Step 1, using proportional amounts of reagents and solvents. The reactants are C(C)(=O)OCC (ethyl acetate), CC(C(=O)OCC)(C1=NSC2=C1C=C(C=C2)[N+](=O)[O-])C (ethyl α,α-dimethyl-5-nitro-1,2-benzisothiazole-3-acetate), C(C)(=O)O (acetic acid), C(C)(=O)OCC (ethyl acetate), C(O)([O-])=O.[Na+] (sodium hydrogen carbonate). Reagents/catalysts: [Fe] (iron). Run in C(Cl)Cl (methylene chloride). Run at temperature 56 celsius, time 1 hour. Yields the product NC=1C=CC2=C(C(=NS2)C(C(=O)OCC)(C)C)C1 (Ethyl 5-amino-α,α-dimethyl-1,2-benzisothiazole-3-acetate). RXN SMILES: [CH3:1][C:2]([CH3:20])([C:8]1[C:12]2[CH:13]=[C:14]([N+:17]([O-])=O)[CH:15]=[CH:16][C:11]=2[S:10][N:9]=1)[C:3]([O:5][CH2:6][CH3:7])=[O:4].C(O)(=O)C.C(OCC)(=O)C.C(=O)([O-])O.[Na+]>C(Cl)Cl.[Fe]>[NH2:17][C:14]1[CH:15]=[CH:16][C:11]2[S:10][N:9]=[C:8]([C:2]([CH3:20])([CH3:1])[C:3]([O:5][CH2:6][CH3:7])=[O:4])[C:12]=2[CH:13]=1 |f:3.4|. Reported procedure: A mixture of ethyl α,α-dimethyl-5-nitro-1,2-benzisothiazole-3-acetate (0.714 g, 2.42 mmol), iron powder (0.500 g), 10% acetic acid (23.0 mL) and ethyl acetate (23.0 mL) is stirred at 54-58° C. for one hour, cooled, and poured into saturated sodium hydrogen carbonate solution. The resultant aqueous mixture is extracted with ethyl acetate. The combined organic extracts are washed sequentially with water and brine, dried over anhydrous sodium sulfate, and concentrated in vacuo to obtain a yellow oi... Starting materials: CCO, [Fe], N#CSc1ccc(N)c([N+](=O)[O-])c1, O. Product: N#CSc1ccc(N)c(N)c1. As a reaction SMILES: [CH3:14][CH2:15][OH:16].[Fe:17].[N+:1]([O-:2])(=[O:3])[c:4]1[c:5]([NH2:6])[cH:7][cH:8][c:9]([S:11][C:12]#[N:13])[cH:10]1.[OH2:18]>>[NH2:1][c:4]1[c:5]([NH2:6])[cH:7][cH:8][c:9]([S:11][C:12]#[N:13])[cH:10]1. Reactants: Cl (hydrochloric acid), CC1=C(N=C(O1)C1=CC=CC=C1)COC=1C=CC(=NC1)CN1N=C(C(=C1)CCC(=O)OCC)C1=CC=CC=C1 (ethyl 3-[1-[5-(5-methyl-2-phenyl-4-oxazolylmethoxy)-2-pyridylmethyl]-3-phenyl-1H-pyrazol-4-yl]propionate), [OH-].[Na+] (sodium hydroxide), O1CCCC1 (tetrahydrofuran). Run in C(C)O (ethanol). Run at time 2 hour. The product is CC1=C(N=C(O1)C1=CC=CC=C1)COC=1C=CC(=NC1)CN1N=C(C(=C1)CCC(=O)O)C1=CC=CC=C1 (3-[1-[5-(5-methyl-2-phenyl-4-oxazolylmethoxy)-2-pyridylmethyl]-3-phenyl-1H-pyrazol-4-yl]propionic acid). Yield: 94.3%. As a reaction SMILES: [CH3:1][C:2]1[O:6][C:5]([C:7]2[CH:12]=[CH:11][CH:10]=[CH:9][CH:8]=2)=[N:4][C:3]=1[CH2:13][O:14][C:15]1[CH:16]=[CH:17][C:18]([CH2:21][N:22]2[CH:26]=[C:25]([CH2:27][CH2:28][C:29]([O:31]CC)=[O:30])[C:24]([C:34]3[CH:39]=[CH:38][CH:37]=[CH:36][CH:35]=3)=[N:23]2)=[N:19][CH:20]=1.[OH-].[Na+].O1CCCC1.Cl>C(O)C>[CH3:1][C:2]1[O:6][C:5]([C:7]2[CH:12]=[CH:11][CH:10]=[CH:9][CH:8]=2)=[N:4][C:3]=1[CH2:13][O:14][C:15]1[CH:16]=[CH:17][C:18]([CH2:21][N:22]2[CH:26]=[C:25]([CH2:27][CH2:28][C:29]([OH:31])=[O:30])[C:24]([C:34]3[CH:35]=[CH:36][CH:37]=[CH:38][CH:39]=3)=[N:23]2)=[N:19][CH:20]=1 |f:1.2|. Procedure details: After a mixture of ethyl 3-[1-[5-(5-methyl-2-phenyl-4-oxazolylmethoxy)-2-pyridylmethyl]-3-phenyl-1H-pyrazol-4-yl]propionate (930 mg), 1N sodium hydroxide solution (3 ml), tetrahydrofuran (5 ml), and ethanol (5 ml) was stirred at room temperature for 2 hours, 1N hydrochloric acid (3 ml) was added to the mixture, and the mixture was extracted with ethyl acetate. The ethyl acetate layer was washed with saturated aqueous sodium chloride solution, dried (MgSO4), and concentrated. The resulting colorl... Starting materials: compound, ClC=1C2=C(N=CN1)C=CC(=N2)Cl (4,6-dichloro-pyrido[3,2-d]pyrimidine), SC1=NN=CN1 (3-mercapto-4H-[1,2,4]triazole), NC1=NC=CN=C1 (2-amino-pyrazine). Yields the product N1=C(C=NC=C1)NC=1C2=C(N=CN1)C=CC(=N2)SC2=NN=CN2 (N-Pyrazin-2-yl-6-(4H-1,2,4-triazol-3-ylsulfanyl)-pyrido[3,2-d]pyrimidin-4-yl-amine). RXN SMILES: [SH:1][C:2]1[NH:6][CH:5]=[N:4][N:3]=1.[NH2:7][C:8]1[CH:13]=[N:12][CH:11]=[CH:10][N:9]=1.Cl[C:15]1[C:16]2[N:24]=[C:23](Cl)[CH:22]=[CH:21][C:17]=2[N:18]=[CH:19][N:20]=1>>[N:9]1[CH:10]=[CH:11][N:12]=[CH:13][C:8]=1[NH:7][C:15]1[C:16]2[N:24]=[C:23]([S:1][C:2]3[NH:6][CH:5]=[N:4][N:3]=3)[CH:22]=[CH:21][C:17]=2[N:18]=[CH:19][N:20]=1. Procedure details: The compound of Example 64 was manufactured by the same method as in Example 31, by a similar method thereto or by a combination of such a method with a conventional method using 3-mercapto-4H-[1,2,4]triazole, 2-amino-pyrazine and 4,6-dichloro-pyrido[3,2-d]pyrimidine. The reactants are three, BrCCCC(=O)NC1(CC1)N1C=NC=C1 (4-bromo-N-(l-imidazol-1-yl-cyclopropyl)-butyramide), C(=O)([O-])[O-].[K+].[K+] (K2CO3). Run in CN(C)C=O (DMF). Yields the product N1(C=NC=C1)C1(CC1)N1C(CCC1)=O (1-[l-(1H-imidazol-1-yl)cyclopropyl]pyrrolidin-2-one). As a reaction SMILES: Br[CH2:2][CH2:3][CH2:4][C:5]([NH:7][C:8]1([N:11]2[CH:15]=[CH:14][N:13]=[CH:12]2)[CH2:10][CH2:9]1)=[O:6].C([O-])([O-])=O.[K+].[K+]>CN(C=O)C>[N:11]1([C:8]2([N:7]3[CH2:2][CH2:3][CH2:4][C:5]3=[O:6])[CH2:10][CH2:9]2)[CH:15]=[CH:14][N:13]=[CH:12]1 |f:1.2.3|. Procedure details: In a 50 ml three necked flask fitted with a magnetic stirrer, under inert atmosphere, the crude 4-bromo-N-(l-imidazol-1-yl-cyclopropyl)-butyramide a18 (2.76 g), K2CO3 (1.26 g, 9.1 mmol) and KI (0.0075 g) in DMF (25 ml) are heated 3 h at 60° C., 17 h at 80° C., cooled down to room temperature and concentrated in vacuo. The reaction mixture is diluted with CH2Cl2, filtered and concentrated in vacuo to give the crude pyrrolidone (1.7 g). The residue is purified by chromatography on silicagel (CH2Cl... Starting materials: ClC1=CC=C([C@@H]2CO2)C=C1 ((R)-4-chloro-styrene oxide), CNCCO (N-methyl ethanolamine). Reaction conditions: temperature 100 celsius, time 15 hour. Product: Cl.ClC1=CC=C(C=C1)[C@H](CN(C)CCO)O ((R)-1-(4-chlorophenyl)-2-[(2-hydroxyethyl)(methyl)amino]-1-ethanol hydrochloride). Reaction SMILES: [Cl:1][C:2]1[CH:10]=[CH:9][C:5]([C@H:6]2[O:8][CH2:7]2)=[CH:4][CH:3]=1.[CH3:11][NH:12][CH2:13][CH2:14][OH:15]>>[ClH:1].[Cl:1][C:2]1[CH:10]=[CH:9][C:5]([C@@H:6]([OH:8])[CH2:7][N:12]([CH2:13][CH2:14][OH:15])[CH3:11])=[CH:4][CH:3]=1 |f:2.3|. Reported procedure: To (R)-4-chloro-styrene oxide (1.55 g, 10.0 mmol), N-methyl ethanolamine (788 mg, 1.05 equivalents) was added; and the mixture was stirred at 100° C. for 15 hours. The mixture was cooled to room temperature to obtain the reaction mixture of the title compound (chemical purity: 79.8 area %, N-methyl ethanolamine: 0.5 area %, 5.4 area % of regioisomer was contaminated). To the reaction mixture, 28 wt % hydrogen chloride solution in isopropanol (1.55 g, 1.2 equivalents) was added, and ethyl acetate... Reactants: Cl.COC=1C=C(C=CC1OC)C=1C(C(N(N1)C1CCNCC1)=O)(C)C (5-(3,4-dimethoxyphenyl)-4,4-dimethyl-2-(piperidin-4-yl)-2,4-dihydro-3H-pyrazol-3-one hydrochloride), Cl.COC=1C=C(C=CC1OC)C=1C(C(N(N1)C1CCNCC1)=O)(C)C (5-(3,4-dimethoxyphenyl)-4,4-dimethyl-2-(piperidin-4-yl)-2,4-dihydro-3H-pyrazol-3-one hydrochloride), CC1=C(C=CC=C1)S(=O)(=O)Cl (2-methylbenzenesulfonyl chloride). Yields the product COC=1C=C(C=CC1OC)C=1C(C(N(N1)C1CCN(CC1)S(=O)(=O)C1=C(C=CC=C1)C)=O)(C)C (5-(3,4-Dimethoxyphenyl)-4,4-dimethyl-2-{1-[(2-methylphenyl)sulfonyl]piperidin-4-yl}-2,4-dihydro-3H-pyrazol-3-one). Reaction SMILES: Cl.[CH3:2][O:3][C:4]1[CH:5]=[C:6]([C:12]2[C:13]([CH3:25])([CH3:24])[C:14](=[O:23])[N:15]([CH:17]3[CH2:22][CH2:21][NH:20][CH2:19][CH2:18]3)[N:16]=2)[CH:7]=[CH:8][C:9]=1[O:10][CH3:11].[CH3:26][C:27]1[CH:32]=[CH:31][CH:30]=[CH:29][C:28]=1[S:33](Cl)(=[O:35])=[O:34]>>[CH3:2][O:3][C:4]1[CH:5]=[C:6]([C:12]2[C:13]([CH3:25])([CH3:24])[C:14](=[O:23])[N:15]([CH:17]3[CH2:22][CH2:21][N:20]([S:33]([C:28]4[CH:29]=[CH:30][CH:31]=[CH:32][C:27]=4[CH3:26])(=[O:35])=[O:34])[CH2:19][CH2:18]3)[N:16]=2)[CH:7]=[CH:8][C:9]=1[O:10][CH3:11] |f:0.1|. Procedure: The title compound is prepared analogously as described for GP1 using 5-(3,4-dimethoxyphenyl)-4,4-dimethyl-2-(piperidin-4-yl)-2,4-dihydro-3H-pyrazol-3-one hydrochloride (compound B1*HCl) and 2-methylbenzenesulfonyl chloride as starting compounds. The crude product is purified by crystallization from methanol to yield the title compound.